From a dataset of the Open Reaction Database (ORD), a public repository of structured organic reaction records. describe an organic reaction: reactants, conditions, products, and yield The reactants are CCOC(C)=O, COC(=O)OC, C[O-], Cl, Cc1cc(N)no1, [Na+], O. The product is COC(=O)Nc1cc(C)on1. RXN SMILES: [CH3:18][CH2:19][O:20][C:21](=[O:22])[CH3:23].[CH3:1][O:2][C:3](=[O:4])[O:5][CH3:6].[CH3:7][O-:8].[ClH:17].[NH2:10][c:11]1[n:12][o:13][c:14]([CH3:16])[cH:15]1.[Na+:9].[OH2:24]>>[C:3](=[O:4])([O:5][CH3:6])[NH:10][c:11]1[n:12][o:13][c:14]([CH3:16])[cH:15]1. Reactants: Cn1nc(Cl)cc(Br)c1=O, O=C([O-])[O-], [Cs+], [Cs+], CC(C)(C)OC(=O)N1CCC(c2ccc(N)nc2)CC1, O=C(C=Cc1ccccc1)C=Cc1ccccc1, O=C(C=Cc1ccccc1)C=Cc1ccccc1, C1COCCO1, O=C(C=Cc1ccccc1)C=Cc1ccccc1, [Pd], [Pd], CC1(C)c2cccc(P(c3ccccc3)c3ccccc3)c2Oc2c(P(c3ccccc3)c3ccccc3)cccc21. Product: Cn1nc(Cl)cc(Nc2ccc(C3CCN(C(=O)OC(C)(C)C)CC3)cn2)c1=O. Reaction SMILES: [Br:1][c:2]1[c:3](=[O:10])[n:4]([CH3:9])[n:5][c:6]([Cl:8])[cH:7]1.[C:73](=[O:74])([O-:75])[O-:76].[Cs+:77].[Cs+:78].[NH2:11][c:12]1[cH:13][cH:14][c:15]([CH:18]2[CH2:19][CH2:20][N:21]([C:24](=[O:25])[O:26][C:27]([CH3:28])([CH3:29])[CH3:30])[CH2:22][CH2:23]2)[cH:16][n:17]1.[O:105]=[C:106]([CH:107]=[CH:108][c:109]1[cH:110][cH:111][cH:112][cH:113][cH:114]1)[CH:115]=[CH:116][c:117]1[cH:118][cH:119][cH:120][cH:121][cH:122]1.[O:123]=[C:124]([CH:125]=[CH:126][c:127]1[cH:128][cH:129][cH:130][cH:131][cH:132]1)[CH:133]=[CH:134][c:135]1[cH:136][cH:137][cH:138][cH:139][cH:140]1.[O:79]1[CH2:80][CH2:81][O:82][CH2:83][CH2:84]1.[O:87]=[C:88]([CH:89]=[CH:90][c:91]1[cH:92][cH:93][cH:94][cH:95][cH:96]1)[CH:97]=[CH:98][c:99]1[cH:100][cH:101][cH:102][cH:103][cH:104]1.[Pd:85].[Pd:86].[c:31]1([P:32]([c:33]2[cH:34][cH:35][cH:36][cH:37][cH:38]2)[c:39]2[c:40]3[c:64]([cH:65][cH:66][cH:67]2)[C:61]([CH3:62])([CH3:63])[c:43]2[c:42]([c:47]([P:48]([c:49]4[cH:50][cH:51][cH:52][cH:53][cH:54]4)[c:55]4[cH:56][cH:57][cH:58][cH:59][cH:60]4)[cH:46][cH:45][cH:44]2)[O:41]3)[cH:68][cH:69][cH:70][cH:71][cH:72]1>>[c:2]1([NH:11][c:12]2[cH:13][cH:14][c:15]([CH:18]3[CH2:19][CH2:20][N:21]([C:24](=[O:25])[O:26][C:27]([CH3:28])([CH3:29])[CH3:30])[CH2:22][CH2:23]3)[cH:16][n:17]2)[c:3](=[O:10])[n:4]([CH3:9])[n:5][c:6]([Cl:8])[cH:7]1. Starting materials: C1CCOC1, CSc1nccc(Oc2ccc(N)c(Cl)c2)n1, O=C=Nc1ccc(Cl)c(C(F)(F)F)c1. Yields the product CSc1nccc(Oc2ccc(NC(=O)Nc3ccc(Cl)c(C(F)(F)F)c3)c(Cl)c2)n1. As a reaction SMILES: [CH2:32]1[O:33][CH2:34][CH2:35][CH2:36]1.[Cl:15][c:16]1[c:17]([NH2:31])[cH:18][cH:19][c:20]([O:22][c:23]2[n:24][c:25]([S:29][CH3:30])[n:26][cH:27][cH:28]2)[cH:21]1.[Cl:1][c:2]1[c:3]([C:11]([F:12])([F:13])[F:14])[cH:4][c:5]([N:8]=[C:9]=[O:10])[cH:6][cH:7]1>>[Cl:1][c:2]1[c:3]([C:11]([F:12])([F:13])[F:14])[cH:4][c:5]([NH:8][C:9](=[O:10])[NH:31][c:17]2[c:16]([Cl:15])[cH:21][c:20]([O:22][c:23]3[n:24][c:25]([S:29][CH3:30])[n:26][cH:27][cH:28]3)[cH:19][cH:18]2)[cH:6][cH:7]1.